Task: describe an organic reaction: reactants, conditions, products, and yield. Dataset: the Open Reaction Database (ORD), a public repository of structured organic reaction records Isolated yield 91.6%. Run in ClCCl (dichloromethane). RXN SMILES: [CH2:1]([O:8][C:9]1[C:10]([C:29]([N:31]([CH2:38][CH2:39]O)[C:32]2[CH:37]=[CH:36][CH:35]=[CH:34][CH:33]=2)=[O:30])=[N:11][C:12]([CH2:16][C:17]2([C:22]3[CH:27]=[CH:26][C:25]([Cl:28])=[CH:24][CH:23]=3)[CH2:21][CH2:20][CH2:19][CH2:18]2)=[N:13][C:14]=1[OH:15])[C:2]1[CH:7]=[CH:6][CH:5]=[CH:4][CH:3]=1.C1(P(C2C=CC=CC=2)C2C=CC=CC=2)C=CC=CC=1.N(C(OC(C)C)=O)=NC(OC(C)C)=O>ClCCl>[CH2:1]([O:8][C:9]1[C:14](=[O:15])[N:13]=[C:12]([CH2:16][C:17]2([C:22]3[CH:27]=[CH:26][C:25]([Cl:28])=[CH:24][CH:23]=3)[CH2:21][CH2:20][CH2:19][CH2:18]2)[N:11]2[CH2:39][CH2:38][N:31]([C:32]3[CH:37]=[CH:36][CH:35]=[CH:34][CH:33]=3)[C:29](=[O:30])[C:10]=12)[C:2]1[CH:7]=[CH:6][CH:5]=[CH:4][CH:3]=1. Procedure details: To a stirred solution of 5-(benzyloxy)-2-((1-(4-chlorophenyl)cyclopentyl)methyl)-6-hydroxy-N-(2-hydroxyethyl)-N-phenylpyrimidine-4-carboxamide (48) (100.1 mg, 179 μmol, Eq: 1.00) in dichloromethane (5 ml) at room temperature was added triphenylphosphine (70.6 mg, 269 μmol, Eq: 1.5) and stirred for 10 min. Then diisopropyl azodicarboxylate (54.4 mg, 52.3 μl, 269 μmol, Eq: 1.5) was added and the reaction mixture was stirred for 18 hrs, concentrated, and chromatographed (silica gel, gradient 0 to 5... The reactants are C(C1=CC=CC=C1)OC=1C(=NC(=NC1O)CC1(CCCC1)C1=CC=C(C=C1)Cl)C(=O)N(C1=CC=CC=C1)CCO (5-(benzyloxy)-2-((1-(4-chlorophenyl)cyclopentyl)methyl)-6-hydroxy-N-(2-hydroxyethyl)-N-phenylpyrimidine-4-carboxamide), C1(=CC=CC=C1)P(C1=CC=CC=C1)C1=CC=CC=C1 (triphenylphosphine), N(=NC(=O)OC(C)C)C(=O)OC(C)C (diisopropyl azodicarboxylate). The product is C(C1=CC=CC=C1)OC1=C2N(C(=NC1=O)CC1(CCCC1)C1=CC=C(C=C1)Cl)CCN(C2=O)C2=CC=CC=C2 (9-(benzyloxy)-6-((1-(4-chlorophenyl)cyclopentyl)methyl)-2-phenyl-3,4-dihydro-1H-pyrazino[1,2-c]pyrimidine-1,8(2H)-dione). Conditions: time 10 minute.